Dataset: the Open Reaction Database (ORD), a public repository of structured organic reaction records. Task: describe an organic reaction: reactants, conditions, products, and yield The reactants are COC(OC)N(C)C, CC#N, NS(=O)(=O)c1nc2ccc(O)cc2s1. Product: CN(C)C=NS(=O)(=O)c1nc2ccc(O)cc2s1. Reaction SMILES: [CH3:1][O:2][CH:3]([N:4]([CH3:5])[CH3:6])[O:7][CH3:8].[CH3:23][C:24]#[N:25].[OH:9][c:10]1[cH:11][c:12]2[c:13]([n:14][c:15]([S:17](=[O:18])(=[O:19])[NH2:20])[s:16]2)[cH:21][cH:22]1>>[CH:3]([N:4]([CH3:5])[CH3:6])=[N:20][S:17]([c:15]1[n:14][c:13]2[c:12]([cH:11][c:10]([OH:9])[cH:22][cH:21]2)[s:16]1)(=[O:18])=[O:19]. Reactants: CO, Cc1cc(CN(C)C)ccc1OC1CN(C(=O)OC(C)(C)C)C1, O=CO, Cl. The product is Cc1cc(CN(C)C)ccc1OC1CNC1. As a reaction SMILES: [CH3:28][OH:29].[CH3:4][N:5]([CH3:6])[CH2:7][c:8]1[cH:9][c:10]([CH3:26])[c:11]([O:12][CH:13]2[CH2:14][N:15]([C:17]([O:18][C:19]([CH3:20])([CH3:21])[CH3:22])=[O:23])[CH2:16]2)[cH:24][cH:25]1.[CH:1]([OH:2])=[O:3].[ClH:27]>>[CH3:4][N:5]([CH3:6])[CH2:7][c:8]1[cH:9][c:10]([CH3:26])[c:11]([O:12][CH:13]2[CH2:14][NH:15][CH2:16]2)[cH:24][cH:25]1. The reactants are C[Si](C)(C)C#Cc1cncc(Br)c1, CO, [K+], [OH-]. Yields the product C#Cc1cncc(Br)c1. As a reaction SMILES: [Br:3][c:4]1[cH:5][n:6][cH:7][c:8]([C:10]#[C:11][Si:12]([CH3:13])([CH3:14])[CH3:15])[cH:9]1.[CH3:16][OH:17].[K+:2].[OH-:1]>>[Br:3][c:4]1[cH:5][n:6][cH:7][c:8]([C:10]#[CH:11])[cH:9]1. As a reaction SMILES: [Br:16][c:17]1[cH:18][n:19][c:20]([NH2:22])[s:21]1.[BrH:15].[C:1]([c:2]1[cH:3][cH:4][cH:5][cH:6][cH:7]1)([c:8]1[cH:9][cH:10][cH:11][cH:12][cH:13]1)=[NH:14].[Cl:23][CH2:24][CH2:25][Cl:26]>>[C:1]([c:2]1[cH:3][cH:4][cH:5][cH:6][cH:7]1)([c:8]1[cH:9][cH:10][cH:11][cH:12][cH:13]1)=[N:14][c:20]1[n:19][cH:18][c:17]([Br:16])[s:21]1. The product is Brc1cnc(N=C(c2ccccc2)c2ccccc2)s1. Starting materials: Nc1ncc(Br)s1, Br, N=C(c1ccccc1)c1ccccc1, ClCCCl. Reactants: CC(C)(C)c1cc(S)cc(C(C)(C)C)c1O, CCO, [K+], [OH-], OCCCl, c1ccccc1. The product is CC(C)(C)c1cc(SCCO)cc(C(C)(C)C)c1O. As a reaction SMILES: [C:1]([CH3:2])([CH3:3])([CH3:4])[c:5]1[c:6]([OH:16])[c:7]([C:12]([CH3:13])([CH3:14])[CH3:15])[cH:8][c:9]([SH:11])[cH:10]1.[CH3:23][CH2:24][OH:25].[K+:18].[OH-:17].[OH:19][CH2:20][CH2:21][Cl:22].[cH:26]1[cH:27][cH:28][cH:29][cH:30][cH:31]1>>[C:1]([CH3:2])([CH3:3])([CH3:4])[c:5]1[c:6]([OH:16])[c:7]([C:12]([CH3:13])([CH3:14])[CH3:15])[cH:8][c:9]([S:11][CH2:21][CH2:20][OH:19])[cH:10]1. Reaction SMILES: [C:1]([C:4]12[CH2:13][CH:8]3[CH2:9][CH:10]([CH2:12][CH:6]([CH2:7]3)[CH2:5]1)[CH2:11]2)([OH:3])=[O:2].[OH:14][N:15]1C(=O)C2=CC=CC=C2C1=O.C(O)(=[O:28])C>>[C:1]([C:4]12[CH2:13][CH:8]3[CH2:7][CH:6]([CH2:12][C:10]([N+:15]([O-:14])=[O:28])([CH2:9]3)[CH2:11]1)[CH2:5]2)([OH:3])=[O:2]. The yield is 80.0%. Procedure details: Into a flask, 1 mmole of 1-carboxyadamantane, 0.1 mmole of N-hydroxyphthalimide and 6 ml of acetic acid were added to mix. The mixture was purged by nitrogen monoxide NO (about 1L) and oxygen O2 (about 1L), and then reacted for 20 hours at 110° C. with stirring. The reaction products were analyzed by gas chromatography, and, as a result, the conversion of 1-carboxyadamantane was 90%, and 1-carboxy-3-nitroadamantane (yield 80%) was formed. Yields the product C(=O)(O)C12CC3(CC(CC(C1)C3)C2)[N+](=O)[O-] (1-carboxy-3-nitroadamantane). The reactants are C(=O)(O)C12CC3CC(CC(C1)C3)C2 (1-carboxyadamantane), ON1C(C=2C(C1=O)=CC=CC2)=O (N-hydroxyphthalimide), C(C)(=O)O (acetic acid), C(=O)(O)C12CC3CC(CC(C1)C3)C2 (1-carboxyadamantane). The reactants are CC(=O)O[BH-](OC(C)=O)OC(C)=O, C=O, CC(=O)O, CO, CC(Oc1cc(-n2cnc3cc(-c4cnn(C)c4)ccc32)sc1C(N)=O)c1cccc(OC2CCNCC2)c1Cl, ClCCl, [Na+]. Yields the product CC(Oc1cc(-n2cnc3cc(-c4cnn(C)c4)ccc32)sc1C(N)=O)c1cccc(OC2CCN(C)CC2)c1Cl. As a reaction SMILES: [C:47]([O:48][BH-:49]([O:50][C:51](=[O:52])[CH3:53])[O:54][C:55](=[O:56])[CH3:57])(=[O:58])[CH3:59].[CH2:41]=[O:42].[CH3:43][C:44](=[O:45])[OH:46].[CH3:64][OH:65].[Cl:1][c:2]1[c:3]([CH:15]([CH3:16])[O:17][c:18]2[c:19]([C:38](=[O:39])[NH2:40])[s:20][c:21](-[n:23]3[cH:24][n:25][c:26]4[c:27]3[cH:28][cH:29][c:30](-[c:32]3[cH:33][n:34][n:35]([CH3:37])[cH:36]3)[cH:31]4)[cH:22]2)[cH:4][cH:5][cH:6][c:7]1[O:8][CH:9]1[CH2:10][CH2:11][NH:12][CH2:13][CH2:14]1.[Cl:61][CH2:62][Cl:63].[Na+:60]>>[Cl:1][c:2]1[c:3]([CH:15]([CH3:16])[O:17][c:18]2[c:19]([C:38](=[O:39])[NH2:40])[s:20][c:21](-[n:23]3[cH:24][n:25][c:26]4[c:27]3[cH:28][cH:29][c:30](-[c:32]3[cH:33][n:34][n:35]([CH3:37])[cH:36]3)[cH:31]4)[cH:22]2)[cH:4][cH:5][cH:6][c:7]1[O:8][CH:9]1[CH2:10][CH2:11][N:12]([CH3:43])[CH2:13][CH2:14]1.